Dataset: the Open Reaction Database (ORD), a public repository of structured organic reaction records. Task: describe an organic reaction: reactants, conditions, products, and yield Starting materials: COC(=O)C=1C(=C2N(C=NC=C2)C1NC1=C(C=C(C=C1)I)F)Cl (5-chloro-7-(2-fluoro-4-iodo-phenylamino)-pyrrolo[1,2-c]pyrimidine-6-carboxylic acid methyl ester), B(Br)(Br)Br (boron tribromide). The solvent is C(Cl)Cl (DCM). Conditions: temperature 0 celsius. Yields the product ClC=1C(=C(N2C=NC=CC21)NC2=C(C=C(C=C2)I)F)C(=O)O (5-Chloro-7-(2-fluoro-4-iodo-phenylamino)-pyrrolo[1,2-c]pyrimidine-6-carboxylic acid). Yield: 115.9%. Reaction SMILES: C[O:2][C:3]([C:5]1[C:6]([Cl:23])=[C:7]2[CH:12]=[CH:11][N:10]=[CH:9][N:8]2[C:13]=1[NH:14][C:15]1[CH:20]=[CH:19][C:18]([I:21])=[CH:17][C:16]=1[F:22])=[O:4].B(Br)(Br)Br>C(Cl)Cl>[Cl:23][C:6]1[C:5]([C:3]([OH:4])=[O:2])=[C:13]([NH:14][C:15]2[CH:20]=[CH:19][C:18]([I:21])=[CH:17][C:16]=2[F:22])[N:8]2[C:7]=1[CH:12]=[CH:11][N:10]=[CH:9]2. Reported procedure: To a solution of 5-chloro-7-(2-fluoro-4-iodo-phenylamino)-pyrrolo[1,2-c]pyrimidine-6-carboxylic acid methyl ester (300 mg, 0.67 mmol) in DCM (6 mL) was added boron tribromide (0.65 mL, 6.7 mmol). The reaction was heated at reflux for 1 hour. The reaction mixture was cooled to 0° C. and carefully quenched by the addition of water (5 mL). The reaction mixture was diluted with aqueous hydrochloric acid (2 mL, 1M) and extracted with ethyl acetate (3×10 mL). The combined organic fractions were washed... Starting materials: NC[C@@H](OC1=C2C(=NC=NC2=CC=C1)NC1=CC(=C(C=C1)OCC1=NC=CC=C1)Cl)C (5-[(1S)-2-amino-1-methylethoxy]-N-[3-chloro-4-(pyridin-2-ylmethoxy)phenyl]quinazolin-4-amine), C(C)(=O)O (acetic acid). Product: ClC=1C=C(C=CC1OCC1=NC=CC=C1)NC1=NC=NC2=CC=CC(=C12)O[C@H](CNC(C)=O)C (N-{(2S)-2-[(4-{[3-Chloro-4-(pyridin-2-ylmethoxy)phenyl]amino}quinazolin-5-yl)oxy]propyl}acetamide). Yield: 60.0%. RXN SMILES: [NH2:1][CH2:2][C@H:3]([CH3:31])[O:4][C:5]1[CH:14]=[CH:13][CH:12]=[C:11]2[C:6]=1[C:7]([NH:15][C:16]1[CH:21]=[CH:20][C:19]([O:22][CH2:23][C:24]3[CH:29]=[CH:28][CH:27]=[CH:26][N:25]=3)=[C:18]([Cl:30])[CH:17]=1)=[N:8][CH:9]=[N:10]2.[C:32](O)(=[O:34])[CH3:33]>>[Cl:30][C:18]1[CH:17]=[C:16]([NH:15][C:7]2[C:6]3[C:11](=[CH:12][CH:13]=[CH:14][C:5]=3[O:4][C@@H:3]([CH3:31])[CH2:2][NH:1][C:32](=[O:34])[CH3:33])[N:10]=[CH:9][N:8]=2)[CH:21]=[CH:20][C:19]=1[O:22][CH2:23][C:24]1[CH:29]=[CH:28][CH:27]=[CH:26][N:25]=1. Procedure: The procedure described in Example 1 was repeated using acetic acid and 5-[(1S)-2-amino-1-methylethoxy]-N-[3-chloro-4-(pyridin-2-ylmethoxy)phenyl]quinazolin-4-amine to give the title compound in 60% yield; NMR spectrum (DMSO-d6) 1.40 (d, 3H), 1.80 (s, 3H), 3.40 (m, 1H), 3.62 (m, 1H), 4.85 (m, 1H), 5.30 (s, 2H), 7.23 (m, 2H), 7.30 (d, 1H), 7.36 (m, 1H), 7.57 (m, 2H), 7.71 (t, 1H), 7.87 (td, 1H), 8.12 (d, 1H), 8.22 (t, 1H), 8.49 (s, 1H), 8.58 (d, 1H), 10.00 (s, 1H); Mass Spectrum MH+ 478.